Dataset: the Open Reaction Database (ORD), a public repository of structured organic reaction records. Task: describe an organic reaction: reactants, conditions, products, and yield The reactants are B.C1CCOC1 (borane THF), C(=O)(OC(C)(C)C)N1CCC(CC1)CC(=O)O (N-BOC-2-(piperidin-4-yl)acetic acid), [OH-].[Na+] (sodium hydroxide). Run in C1CCOC1 (THF). Reaction conditions: time 20 hour. Product: C(=O)(OC(C)(C)C)N1CCC(CC1)CCO (N-BOC-2-(piperidin-4-yl)ethanol). As a reaction SMILES: [C:1]([N:8]1[CH2:13][CH2:12][CH:11]([CH2:14][C:15](O)=[O:16])[CH2:10][CH2:9]1)([O:3][C:4]([CH3:7])([CH3:6])[CH3:5])=[O:2].B.C1COCC1.[OH-].[Na+]>C1COCC1>[C:1]([N:8]1[CH2:13][CH2:12][CH:11]([CH2:14][CH2:15][OH:16])[CH2:10][CH2:9]1)([O:3][C:4]([CH3:7])([CH3:6])[CH3:5])=[O:2] |f:1.2,3.4|. Procedure details: N-BOC-2-(piperidin-4-yl)acetic acid (15.8 g) is dissolved in THF (150 ml) and 1M borane/THF (70 ml) is added dropwise. The solution is stirred at room temperature for about 20 hours and 1N sodium hydroxide solution (200 ml) is added dropwise. The THF is evaporated in vacuo and the aqueousresidue extracted with ethyl acetate. The ethyl acetate solution is washed with water, dried over sodium sulfate, filtered, and evaporated in vacuo to give N-BOC-2-(piperidin-4-yl)ethanol. Starting materials: C1(=CC=CC=C1)C (toluene), C1(CCCCC1)P(C1CCCCC1)C1CCCCC1 (tricyclohexylphosphine), ClC1=CC=2C(C3=CC=CC=C3C(C2C=C1)=O)=O (2-chloro-anthraquinone), C1(=C(C=CC=C1)B(O)O)C1=CC=CC=C1 (2-biphenylylboronic acid), C([O-])([O-])=O.[Cs+].[Cs+] (cesium carbonate), resultant mixture. Reagents/catalysts: C=1C=CC(=CC1)/C=C/C(=O)/C=C/C2=CC=CC=C2.C=1C=CC(=CC1)/C=C/C(=O)/C=C/C2=CC=CC=C2.C=1C=CC(=CC1)/C=C/C(=O)/C=C/C2=CC=CC=C2.[Pd].[Pd] (tris(dibenzylideneacetone)dipalladium(0)). The solvent is O1CCOCC1 (dioxane). Yields the product C1(=C(C=CC=C1)C1=CC=2C(C3=CC=CC=C3C(C2C=C1)=O)=O)C1=CC=CC=C1 (2-biphenylyl-9,10-anthraquinone). Reaction SMILES: Cl[C:2]1[CH:15]=[CH:14][C:13]2[C:12](=[O:16])[C:11]3[C:6](=[CH:7][CH:8]=[CH:9][CH:10]=3)[C:5](=[O:17])[C:4]=2[CH:3]=1.[C:18]1([C:27]2[CH:32]=[CH:31][CH:30]=[CH:29][CH:28]=2)[CH:23]=[CH:22][CH:21]=[CH:20][C:19]=1B(O)O.C(=O)([O-])[O-].[Cs+].[Cs+].C1(C)C=CC=CC=1.C1(P(C2CCCCC2)C2CCCCC2)CCCCC1>O1CCOCC1.C1C=CC(/C=C/C(/C=C/C2C=CC=CC=2)=O)=CC=1.C1C=CC(/C=C/C(/C=C/C2C=CC=CC=2)=O)=CC=1.C1C=CC(/C=C/C(/C=C/C2C=CC=CC=2)=O)=CC=1.[Pd].[Pd]>[C:18]1([C:27]2[CH:28]=[CH:29][CH:30]=[CH:31][CH:32]=2)[CH:23]=[CH:22][CH:21]=[CH:20][C:19]=1[C:2]1[CH:15]=[CH:14][C:13]2[C:12](=[O:16])[C:11]3[C:6](=[CH:7][CH:8]=[CH:9][CH:10]=3)[C:5](=[O:17])[C:4]=2[CH:3]=1 |f:2.3.4,8.9.10.11.12|. Procedure: Under the atmosphere of argon, 3.4 g (14 mmole) of 2-chloro-anthraquinone, 5 g (17 mmole, 1.2 eq) of 2-biphenylylboronic acid, 0.32 g (0.35 mmole; 5% by mass Pd) of tris(dibenzylideneacetone)dipalladium(0) and 14 g (43 mmole; 2.5 eq) of cesium carbonate were suspended in 40 ml of anhydrous dioxane. Then, 1.1 ml (25% by mass; 0.98 mmole; 1.4 eq to Pd) of a toluene solution of tricyclohexylphosphine was added, and the resultant mixture was stirred at 80° C. for 10 hours. Starting materials: ice, SC(C(=O)C(C(=O)O)CC(C(C)(C)S)=O)(C)C (2,3-bis(mercaptoisobutryl) propionic acid), BH3. The solvent is O1CCCC1 (tetrahydrofuran), C1CCOC1 (THF). Run at time 10 minute. The product is SC(C(=O)C(CO)CC(C(C)(C)S)=O)(C)C (2,3-Bis(mercaptoisobutryl) propanol). RXN SMILES: [SH:1][C:2]([CH3:17])([CH3:16])[C:3]([CH:5]([CH2:9][C:10](=[O:15])[C:11]([SH:14])([CH3:13])[CH3:12])[C:6](O)=[O:7])=[O:4]>O1CCCC1>[SH:1][C:2]([CH3:17])([CH3:16])[C:3]([CH:5]([CH2:9][C:10](=[O:15])[C:11]([SH:14])([CH3:13])[CH3:12])[CH2:6][OH:7])=[O:4]. Reported procedure: To an ice-cold solution of 2,3-bis(mercaptoisobutryl) propionic acid 9 (Scheme 1) (1 mmol) in 10 mL of anhydrous tetrahydrofuran, 1.5 mL of 1M BH3. THF is added over a period of 5 minutes (min.). The solution is stirred for another 10 min. and evaporated to dryness. Ten ml of water is added to the residue and the mixture is extracted with ethyl acetate. The organic layer is washed with water, dried and evaporated in vacuo to give the product 21, which is purified by flash column chromatography.